This data is from the Open Reaction Database (ORD), a public repository of structured organic reaction records. The task is: describe an organic reaction: reactants, conditions, products, and yield Starting materials: C(C)(C)(C)NC=1OC(=NN1)C=1C=C2C(=CN(C2=CC1)S(=O)(=O)C1=CC=C(C)C=C1)B1OC(C(O1)(C)C)(C)C (N-tert-butyl-5-(3-(4,4,5,5-tetramethyl-1,3,2-dioxaborolan-2-yl)-1-tosyl-1H-indol-5-yl)-1,3,4-oxadiazol-2-amine), ClC1=NC=C(C(=N1)C1CC1)F (2-chloro-4-cyclopropyl-5-fluoropyrimidine), P(=O)([O-])([O-])[O-].[K+].[K+].[K+] (potassium phosphate). Reagents/catalysts: C=1C=CC(=CC1)/C=C/C(=O)/C=C/C2=CC=CC=C2.C=1C=CC(=CC1)/C=C/C(=O)/C=C/C2=CC=CC=C2.C=1C=CC(=CC1)/C=C/C(=O)/C=C/C2=CC=CC=C2.[Pd].[Pd] (Pd2(dba)3), C1(CCCCC1)P(C1=C(C=CC=C1)C1=C(C=C(C=C1C(C)C)C(C)C)C(C)C)C1CCCCC1 (dicyclohexyl(2′,4′,6′-triisopropylbiphenyl-2-yl)phosphine). Conditions: temperature 130 celsius. Product: C(C)(C)(C)NC=1OC(=NN1)C=1C=C2C(=CN(C2=CC1)S(=O)(=O)C1=CC=C(C)C=C1)C1=NC=C(C(=N1)C1CC1)F (N-tert-butyl-5-(3-(4-cyclopropyl-5-fluoropyrimidin-2-yl)-1-tosyl-1H-indol-5-yl)-1,3,4-oxadiazol-2-amine). Yield: 76.4%. As a reaction SMILES: [C:1]([NH:5][C:6]1[O:7][C:8]([C:11]2[CH:12]=[C:13]3[C:17](=[CH:18][CH:19]=2)[N:16]([S:20]([C:23]2[CH:29]=[CH:28][C:26]([CH3:27])=[CH:25][CH:24]=2)(=[O:22])=[O:21])[CH:15]=[C:14]3B2OC(C)(C)C(C)(C)O2)=[N:9][N:10]=1)([CH3:4])([CH3:3])[CH3:2].Cl[C:40]1[N:45]=[C:44]([CH:46]2[CH2:48][CH2:47]2)[C:43]([F:49])=[CH:42][N:41]=1.P([O-])([O-])([O-])=O.[K+].[K+].[K+]>C1C=CC(/C=C/C(/C=C/C2C=CC=CC=2)=O)=CC=1.C1C=CC(/C=C/C(/C=C/C2C=CC=CC=2)=O)=CC=1.C1C=CC(/C=C/C(/C=C/C2C=CC=CC=2)=O)=CC=1.[Pd].[Pd].C1(P(C2CCCCC2)C2C=CC=CC=2C2C(C(C)C)=CC(C(C)C)=CC=2C(C)C)CCCCC1>[C:1]([NH:5][C:6]1[O:7][C:8]([C:11]2[CH:12]=[C:13]3[C:17](=[CH:18][CH:19]=2)[N:16]([S:20]([C:23]2[CH:29]=[CH:28][C:26]([CH3:27])=[CH:25][CH:24]=2)(=[O:22])=[O:21])[CH:15]=[C:14]3[C:40]2[N:45]=[C:44]([CH:46]3[CH2:48][CH2:47]3)[C:43]([F:49])=[CH:42][N:41]=2)=[N:9][N:10]=1)([CH3:4])([CH3:2])[CH3:3] |f:2.3.4.5,6.7.8.9.10|. Procedure details: To a 5 mL glass microwave tube containing N-tert-butyl-5-(3-(4,4,5,5-tetramethyl-1,3,2-dioxaborolan-2-yl)-1-tosyl-1H-indol-5-yl)-1,3,4-oxadiazol-2-amine (166 mg, 0.309 mmol) was added 2-chloro-4-cyclopropyl-5-fluoropyrimidine (69.4 mg, 0.402 mmol), potassium phosphate (197 mg, 0.928 mmol), dicyclohexyl(2′,4′,6′-triisopropylbiphenyl-2-yl)phosphine (8.9 mg, 0.019 mmol), and Pd2(dba)3 (8.5 mg, 9.28 μmol). The tube was purged with argon, the solids were treated with dioxane (3 mL) and Water (0.3 mL)... Yields the product FC1=NN(C=2C=C(C=C(C12)N)C=1C=C2C(=NC1)N(N=C2)S(=O)(=O)C2=CC=C(C=C2)C)S(=O)(=O)C2=CC=CC=C2 (3-Fluoro-6-{1-[(4-methylphenyl)sulfonyl]-1H-pyrazolo[3,4-b]pyridin-5-yl}-1-(phenylsulfonyl)-1H-indazol-4-amine). The reactants are BrC=1C=C2C(=NC1)N(N=C2)S(=O)(=O)C2=CC=C(C=C2)C (5-Bromo-1-[(4-methylphenyl)sulfonyl]-1H-pyrazolo[3,4-b]pyridine), FC1=NN(C=2C=C(C=C(C12)N)[Sn](C)(C)C)S(=O)(=O)C1=CC=CC=C1 (3-fluoro-1-(phenylsulfonyl)-6-(trimethylstannanyl)-1H-indazol-4-amine), Pd( )Ph3, 4. Procedure details: 5-Bromo-1-[(4-methylphenyl)sulfonyl]-1H-pyrazolo[3,4-b]pyridine (605 mg) in DMF (4 ml) was added to a solution of 3-fluoro-1-(phenylsulfonyl)-6-(trimethylstannanyl)-1H-indazol-4-amine (650 mg) in DMF (6 ml), treated with Pd( )Ph3)4 (165 mg) and then heated at 120° C. for 21 h. The solution was allowed to cool, filtered, and then evaporated. The residue was dissolved in chloroform, loaded onto a 100 g silica cartridge which was eluted with 0-100% ethyl acetate:cyclohexane over 60 min using the Fl... Reaction SMILES: Br[C:2]1[CH:3]=[C:4]2[CH:10]=[N:9][N:8]([S:11]([C:14]3[CH:19]=[CH:18][C:17]([CH3:20])=[CH:16][CH:15]=3)(=[O:13])=[O:12])[C:5]2=[N:6][CH:7]=1.[F:21][C:22]1[C:30]2[C:29]([NH2:31])=[CH:28][C:27]([Sn](C)(C)C)=[CH:26][C:25]=2[N:24]([S:36]([C:39]2[CH:44]=[CH:43][CH:42]=[CH:41][CH:40]=2)(=[O:38])=[O:37])[N:23]=1>CN(C=O)C>[F:21][C:22]1[C:30]2[C:29]([NH2:31])=[CH:28][C:27]([C:2]3[CH:3]=[C:4]4[CH:10]=[N:9][N:8]([S:11]([C:14]5[CH:19]=[CH:18][C:17]([CH3:20])=[CH:16][CH:15]=5)(=[O:13])=[O:12])[C:5]4=[N:6][CH:7]=3)=[CH:26][C:25]=2[N:24]([S:36]([C:39]2[CH:40]=[CH:41][CH:42]=[CH:43][CH:44]=2)(=[O:37])=[O:38])[N:23]=1. Reaction conditions: temperature 120 celsius, time 60 minute. Solvent: CN(C)C=O (DMF), CN(C)C=O (DMF).